Dataset: the Open Reaction Database (ORD), a public repository of structured organic reaction records. Task: describe an organic reaction: reactants, conditions, products, and yield The reactants are C[SiH2]C1=CC=CC=C1 (methylphenylsilane), C1(=CC=CC=C1)C(CC=C)C1=CC=CC=C1 (4,4-Diphenyl-1-butene), C1(=CC=CC=C1)C(CC=C)C1=CC=CC=C1 (4,4-Diphenyl-1-butene), C[SiH](O[Si](C)(C)C)C (pentamethyl disiloxane). The solvent is CCCCCC (hexane). Reaction conditions: temperature 20 celsius, time 2 hour. The product is C1(=CC=CC=C1)C(CCC[Si](O[Si](C)(C)C)(C)C)C1=CC=CC=C1 ((4,4-Diphenylbutyl) pentamethyl disiloxane). Reaction SMILES: [C:1]1([CH:7]([C:11]2[CH:16]=[CH:15][CH:14]=[CH:13][CH:12]=2)[CH2:8][CH:9]=[CH2:10])[CH:6]=[CH:5][CH:4]=[CH:3][CH:2]=1.[CH3:17][SiH:18]([CH3:24])[O:19][Si:20]([CH3:23])([CH3:22])[CH3:21].C[SiH2]C1C=CC=CC=1>CCCCCC>[C:1]1([CH:7]([C:11]2[CH:12]=[CH:13][CH:14]=[CH:15][CH:16]=2)[CH2:8][CH2:9][CH2:10][Si:18]([CH3:24])([CH3:17])[O:19][Si:20]([CH3:23])([CH3:22])[CH3:21])[CH:6]=[CH:5][CH:4]=[CH:3][CH:2]=1. Procedure: 4,4-Diphenyl-1-butene (compound 1, 0.40 mmol) and pentamethyl disiloxane (0.6 mmol) were dissolved in hexane (2.0 ml), added with poly (methylphenylsilane)-supported platinum (200 mg, 5.5 mol %) prepared in Example 10A and stirred at 20° C. for 2 hr. The filtrate was washed with hexane after separation from catalyst, concentrated, and purified by silica gel column chromatography using hexane as an eluting solvent. (4,4-Diphenylbutyl) pentamethyl disiloxane was obtained as oil without color (140 ...